This data is from the Open Reaction Database (ORD), a public repository of structured organic reaction records. The task is: describe an organic reaction: reactants, conditions, products, and yield Reactants: CC(C)=CCCC(C)CCCl, CCCCC, CC(=O)O, Cl, O. Yields the product CC(CCCl)CCCC(C)(C)Cl. As a reaction SMILES: [CH2:1]([CH2:2][CH:3]([CH3:4])[CH2:5][CH2:6][CH:7]=[C:8]([CH3:9])[CH3:10])[Cl:11].[CH3:12][CH2:13][CH2:14][CH2:15][CH3:16].[CH3:19][C:20](=[O:21])[OH:22].[ClH:18].[OH2:17]>>[CH2:1]([CH2:2][CH:3]([CH3:4])[CH2:5][CH2:6][CH2:7][C:8]([CH3:9])([CH3:10])[Cl:18])[Cl:11]. Procedure: By carrying out the operation analogously to example 3, starting from 3-iodophenyl 2,3,4-tri-O-acetyl-5-thio-β-D-xylopyranoside, obtained according to preparation I, and 2-methoxy-3-pyridineboronic acid, the expected product is obtained in the form of a white powder with a yield of 66%. The product is C(C)(=O)O[C@H]1[C@H](OC2=CC(=CC=C2)C=2C(=NC=CC2)OC)SC[C@H]([C@@H]1OC(C)=O)OC(C)=O (3-(2-Methoxy-3-pyridinyl)phenyl 2,3,4-tri-O-acetyl-5-thio-β-D-xylopyranoside). Yield: 66.0%. Reaction SMILES: [C:1]([O:4][C@@H:5]1[C@@H:18]([O:19][C:20](=[O:22])[CH3:21])[C@H:17]([O:23][C:24](=[O:26])[CH3:25])[CH2:16][S:15][C@H:6]1[O:7][C:8]1[CH:13]=[CH:12][CH:11]=[C:10](I)[CH:9]=1)(=[O:3])[CH3:2].[CH3:27][O:28][C:29]1[C:34](B(O)O)=[CH:33][CH:32]=[CH:31][N:30]=1>>[C:1]([O:4][C@@H:5]1[C@@H:18]([O:19][C:20](=[O:22])[CH3:21])[C@H:17]([O:23][C:24](=[O:26])[CH3:25])[CH2:16][S:15][C@H:6]1[O:7][C:8]1[CH:13]=[CH:12][CH:11]=[C:10]([C:34]2[C:29]([O:28][CH3:27])=[N:30][CH:31]=[CH:32][CH:33]=2)[CH:9]=1)(=[O:3])[CH3:2]. Starting materials: C(C)(=O)O[C@H]1[C@H](OC2=CC(=CC=C2)I)SC[C@H]([C@@H]1OC(C)=O)OC(C)=O (3-iodophenyl 2,3,4-tri-O-acetyl-5-thio-β-D-xylopyranoside), COC1=NC=CC=C1B(O)O (2-methoxy-3-pyridineboronic acid). Starting materials: C(=O)(O)[O-].[Na+] (NaHCO3), O=O (oxygen), C(C)(=S)O (thioacetic acid), O=O (oxygen), C(C)(=O)OC1CC(N1)=O (4-acetoxyazetidinone). Conditions: time 2.75 hour. RXN SMILES: O=O.[C:3]([OH:6])(=[S:5])[CH3:4].C(O[CH:11]1[NH:14][C:13](=[O:15])[CH2:12]1)(=O)C.C([O-])(O)=O.[Na+]>O>[C:3]([S:5][CH:11]1[NH:14][C:13](=[O:15])[CH2:12]1)(=[O:6])[CH3:4] |f:3.4|. Product: C(C)(=O)SC1CC(N1)=O (4-Acetylthio-2-azetidinone). The solvent is O (water). Procedure details: To a cold (0°-5°) oxygen-free 1N NaOH solution (803 ml.) was added over 20 minutes thioacetic acid (57 ml., 61 g., 0.803 mole). The resulting solution was added in ca 20 minutes to a cold (10°) oxygen-free solution of 4-acetoxyazetidinone (94 g., 0.730 mole) in water (300 ml.). The pH of the resulting solution was immediately adjusted to 7.4 with solid NaHCO3. The cooling bath was removed and the solution was stirred for 2.75 hours. The mixture was then extracted with chloroform, the combined or... Starting materials: Cc1cc(C)nc(N2CCN(c3ccc([N+](=O)[O-])cc3)CC2)c1, CO. The product is Cc1cc(C)nc(N2CCN(c3ccc(N)cc3)CC2)c1. As a reaction SMILES: [CH3:1][c:2]1[cH:3][c:4]([N:9]2[CH2:10][CH2:11][N:12]([c:15]3[cH:16][cH:17][c:18]([N+:21]([O-:22])=[O:23])[cH:19][cH:20]3)[CH2:13][CH2:14]2)[n:5][c:6]([CH3:8])[cH:7]1.[CH3:24][OH:25]>>[CH3:1][c:2]1[cH:3][c:4]([N:9]2[CH2:10][CH2:11][N:12]([c:15]3[cH:16][cH:17][c:18]([NH2:21])[cH:19][cH:20]3)[CH2:13][CH2:14]2)[n:5][c:6]([CH3:8])[cH:7]1.